From a dataset of the Open Reaction Database (ORD), a public repository of structured organic reaction records. describe an organic reaction: reactants, conditions, products, and yield Reactants: CC(=O)O, C=C(OC)C(O)(Cc1ccc(Cl)cc1Cl)c1cccnc1. Product: COC(C)C(O)(Cc1ccc(Cl)cc1Cl)c1cccnc1. Reaction SMILES: [CH3:22][C:23](=[O:24])[OH:25].[Cl:1][c:2]1[c:3]([CH2:4][C:5]([OH:6])([c:7]2[cH:8][n:9][cH:10][cH:11][cH:12]2)[C:13](=[CH2:14])[O:15][CH3:16])[cH:17][cH:18][c:19]([Cl:21])[cH:20]1>>[Cl:1][c:2]1[c:3]([CH2:4][C:5]([OH:6])([c:7]2[cH:8][n:9][cH:10][cH:11][cH:12]2)[CH:13]([CH3:14])[O:15][CH3:16])[cH:17][cH:18][c:19]([Cl:21])[cH:20]1.